This data is from the Open Reaction Database (ORD), a public repository of structured organic reaction records. The task is: describe an organic reaction: reactants, conditions, products, and yield Starting materials: O=c1[nH]cnc2c(Br)c(Cl)sc12, C=CCOC(=O)N1CCCC(OC)C1CC(=O)CBr. Yields the product C=CCOC(=O)N1CCCC(OC)C1CC(=O)Cn1cnc2c(Br)c(Cl)sc2c1=O. Reaction SMILES: [Br:1][c:2]1[c:3]([Cl:12])[s:4][c:5]2[c:6]1[n:7][cH:8][nH:9][c:10]2=[O:11].[CH3:13][O:14][CH:15]1[CH:16]([CH2:27][C:28]([CH2:29][Br:30])=[O:31])[N:17]([C:21](=[O:22])[O:23][CH2:24][CH:25]=[CH2:26])[CH2:18][CH2:19][CH2:20]1>>[Br:1][c:2]1[c:3]([Cl:12])[s:4][c:5]2[c:6]1[n:7][cH:8][n:9]([CH2:29][C:28]([CH2:27][CH:16]1[CH:15]([O:14][CH3:13])[CH2:20][CH2:19][CH2:18][N:17]1[C:21](=[O:22])[O:23][CH2:24][CH:25]=[CH2:26])=[O:31])[c:10]2=[O:11].